Dataset: the Open Reaction Database (ORD), a public repository of structured organic reaction records. Task: describe an organic reaction: reactants, conditions, products, and yield Reactants: CCC1(CC)OC(=O)Nc2ccc([N+](=O)[O-])cc21, CI, [H-], [Na+], CN(C)C=O. Reaction SMILES: [CH2:1]([CH3:2])[C:3]1([CH2:17][CH3:18])[O:4][C:5](=[O:16])[NH:6][c:7]2[c:8]1[cH:9][c:10]([N+:13](=[O:14])[O-:15])[cH:11][cH:12]2.[CH3:21][I:22].[H-:19].[Na+:20].[O:23]=[CH:24][N:25]([CH3:26])[CH3:27]>>[CH2:1]([CH3:2])[C:3]1([CH2:17][CH3:18])[O:4][C:5](=[O:16])[N:6]([CH3:21])[c:7]2[c:8]1[cH:9][c:10]([N+:13](=[O:14])[O-:15])[cH:11][cH:12]2. Product: CCC1(CC)OC(=O)N(C)c2ccc([N+](=O)[O-])cc21. Reactants: Cn1ccccc1=S, CCOCC, Cc1cccc(CCl)c1, CCO. The product is Cc1cccc(CSc2cccc[n+]2C)c1, [Cl-]. As a reaction SMILES: [CH3:10][n:11]1[c:12](=[S:17])[cH:13][cH:14][cH:15][cH:16]1.[CH3:18][CH2:19][O:20][CH2:21][CH3:22].[CH3:1][c:2]1[cH:3][c:4]([CH2:5][Cl:6])[cH:7][cH:8][cH:9]1.[CH3:23][CH2:24][OH:25]>>[CH3:1][c:2]1[cH:3][c:4]([CH2:5][S:17][c:12]2[n+:11]([CH3:10])[cH:16][cH:15][cH:14][cH:13]2)[cH:7][cH:8][cH:9]1.[Cl-:6]. The reactants are O (Water), C(CCC)OC1=CC=C(C=C1)C=1C(=NC=CC1)N (3-(4-butoxyphenyl)pyridin-2-amine), [H-].[Na+] (NaH), ClCCS(=O)(=O)Cl (2-chloroethanesulfonyl chloride). Run in CCCCCC (hexane), C1CCOC1 (THF), C1CCOC1 (THF). Conditions: time 8 hour. The product is C(CCC)OC1=CC=C(C=C1)C1=CC=CN2C1=NS(CC2)(=O)=O (9-(4-butoxyphenyl)-3,4-dihydropyrido[2,1-c][1,2,4]thiadiazine 2,2-dioxide). As a reaction SMILES: [CH2:1]([O:5][C:6]1[CH:11]=[CH:10][C:9]([C:12]2[C:13]([NH2:18])=[N:14][CH:15]=[CH:16][CH:17]=2)=[CH:8][CH:7]=1)[CH2:2][CH2:3][CH3:4].[H-].[Na+].Cl[CH2:22][CH2:23][S:24](Cl)(=[O:26])=[O:25].O>C1COCC1.CCCCCC>[CH2:1]([O:5][C:6]1[CH:11]=[CH:10][C:9]([C:12]2[C:13]3=[N:18][S:24](=[O:26])(=[O:25])[CH2:23][CH2:22][N:14]3[CH:15]=[CH:16][CH:17]=2)=[CH:8][CH:7]=1)[CH2:2][CH2:3][CH3:4] |f:1.2|. Reported procedure: A solution of 3-(4-butoxyphenyl)pyridin-2-amine (690 mg) in THF (dry) (5 mL) was added to a suspension of NaH (60%, 569 mg) and 2-chloroethanesulfonyl chloride (0.893 mL) in THF (dry) (5 mL) at 0° C. The mixture was stirred at room temperature overnight. Water and hexane were added to give a white precipitate. The precipitate was collected by filtration and washed with water and EtOAc, and then recrystallized from IPE-EtOH to give the title compound (502 mg) as a white solid. Starting materials: ClC1=CC=C2CC(NC2=C1)=O (6-chlorooxindole), ClC=1C=C(C=O)C=CC1F (3-chloro-4-fluoro-benzaldehyde), ClC1=CC=C2/C(/C(NC2=C1)=O)=C/C1=CC(=C(C=C1)F)Cl (Z-6-chloro-3-(3-chloro-4-fluoro-benzylidene)-1,3-dihydro-indol-2-one). Run in C(C)(C)O (isopropanol). The product is ClC1=CC=C2/C(/C(NC2=C1)=O)=C/C1=C(C(=CC=C1)Cl)F (Z-6-chloro-3-[1-(3-chloro-2-fluorophenyl)-methylidene]-1,3-dihydro-indol-2-one). As a reaction SMILES: ClC1C=C2C(CC(=O)N2)=CC=1.ClC1C=C(C=CC=1[F:21])C=O.[Cl:22][C:23]1[CH:31]=[C:30]2[C:26](/[C:27](=[CH:33]/[C:34]3[CH:39]=[CH:38][C:37](F)=[C:36]([Cl:41])[CH:35]=3)/[C:28](=[O:32])[NH:29]2)=[CH:25][CH:24]=1>C(O)(C)C>[Cl:22][C:23]1[CH:31]=[C:30]2[C:26](/[C:27](=[CH:33]/[C:34]3[CH:39]=[CH:38][CH:37]=[C:36]([Cl:41])[C:35]=3[F:21])/[C:28](=[O:32])[NH:29]2)=[CH:25][CH:24]=1. Reported procedure: In a manner similar to the method described in example 1, 6-chlorooxindole (5.20 g, 31.2 mmol) (Crescent) and 3-chloro-4-fluoro-benzaldehyde (5.0 g, 31.2 mmol) (Aldrich) in isopropanol to give a mixture of E/Z-6-chloro-3-(3-chloro-4-fluoro-benzylidene)-1,3-dihydro-indol-2-one as a bright yellow solid (Yield 8.89 g, 92.5%) and used for the next step without further purification.